This data is from the Open Reaction Database (ORD), a public repository of structured organic reaction records. The task is: describe an organic reaction: reactants, conditions, products, and yield The reactants are CCC(=O)Cl, C1CCOC1, CNCCOc1ccc(-c2cc3c(ncn3C)c(C#N)n2)cc1C(F)(F)F, CCN(C(C)C)C(C)C. The product is CCC(=O)N(C)CCOc1ccc(-c2cc3c(ncn3C)c(C#N)n2)cc1C(F)(F)F. RXN SMILES: [C:37]([CH2:38][CH3:39])(=[O:40])[Cl:41].[CH2:42]1[O:43][CH2:44][CH2:45][CH2:46]1.[CH3:1][n:2]1[cH:3][n:4][c:5]2[c:6]([C:26]#[N:27])[n:7][c:8](-[c:11]3[cH:12][c:13]([C:22]([F:23])([F:24])[F:25])[c:14]([O:17][CH2:18][CH2:19][NH:20][CH3:21])[cH:15][cH:16]3)[cH:9][c:10]12.[CH:28]([N:29]([CH2:30][CH3:31])[CH:32]([CH3:33])[CH3:34])([CH3:35])[CH3:36]>>[CH3:1][n:2]1[cH:3][n:4][c:5]2[c:6]([C:26]#[N:27])[n:7][c:8](-[c:11]3[cH:12][c:13]([C:22]([F:23])([F:24])[F:25])[c:14]([O:17][CH2:18][CH2:19][N:20]([CH3:21])[C:37]([CH2:38][CH3:39])=[O:40])[cH:15][cH:16]3)[cH:9][c:10]12. Reactants: [H-].[Na+] (sodium hydride), C(#N)CP(OCC)(OCC)=O (diethyl cyanomethylphosphonate), CN1C2CCC1CC(=O)C2 (tropinone). The solvent is O1CCOCC1 (dioxane), O1CCOCC1 (dioxane). Run at time 1.5 hour. Product: C(#N)C=C1CC2CCC(C1)N2C (3-cyanomethylene-8-methyl-8-azabicyclo[3.2.1]octane). Isolated yield 102.5%. As a reaction SMILES: [C:1]([CH2:3]P(=O)(OCC)OCC)#[N:2].[H-].[Na+].[CH3:14][N:15]1[CH:19]2[CH2:20][C:21]([CH2:23][CH:16]1[CH2:17][CH2:18]2)=O>O1CCOCC1>[C:1]([CH:3]=[C:21]1[CH2:23][CH:16]2[N:15]([CH3:14])[CH:19]([CH2:18][CH2:17]2)[CH2:20]1)#[N:2] |f:1.2|. Procedure details: A solution of 1.95 g of diethyl cyanomethylphosphonate in 40 ml of dioxane was cooled to 10° C., followed by the addition of 0.44 g of sodium hydride (60%) in an argon gas atmosphere. A solution of 1.39 g of tropinone in 25 ml of dioxane was added dropwise to the resulting mixture at the same temperature, followed by stirring at room temperature for 1.5 hours. After the solvent was evaporated, water was added to the residue. The resulting mixture was extracted with chloroform, followed by drying... The reactants are CN(C)C=O, ClCCCBr, [H-], [Na+], O, O=c1[nH]c2ccccc2o1. Product: O=c1oc2ccccc2n1CCCCl. RXN SMILES: [CH3:19][N:20]([CH3:21])[CH:22]=[O:23].[Cl:13][CH2:14][CH2:15][CH2:16][Br:17].[H-:1].[Na+:2].[OH2:18].[o:3]1[c:4](=[O:12])[nH:5][c:6]2[c:7]1[cH:8][cH:9][cH:10][cH:11]2>>[o:3]1[c:4](=[O:12])[n:5]([CH2:16][CH2:15][CH2:14][Cl:13])[c:6]2[c:7]1[cH:8][cH:9][cH:10][cH:11]2. Starting materials: OC1=NOC(=C1)C1=C(C=CC=C1)C (3-Hydroxy-5-(2-methylphenyl)isoxazole), C(C)(C)(C)OC(=O)NCCO (2-(N-tert-butoxycarbonylamino)ethanol). Yields the product C(C)(C)(C)OC(=O)NCCOC1=NOC(=C1)C1=C(C=CC=C1)C (3-(2-(N-tert-Butoxycarbonylamino)ethoxy)-5-(2-methylphenyl)isoxazole). The yield is 85.3%. Reaction SMILES: [OH:1][C:2]1[CH:6]=[C:5]([C:7]2[CH:12]=[CH:11][CH:10]=[CH:9][C:8]=2[CH3:13])[O:4][N:3]=1.[C:14]([O:18][C:19]([NH:21][CH2:22][CH2:23]O)=[O:20])([CH3:17])([CH3:16])[CH3:15]>>[C:14]([O:18][C:19]([NH:21][CH2:22][CH2:23][O:1][C:2]1[CH:6]=[C:5]([C:7]2[CH:12]=[CH:11][CH:10]=[CH:9][C:8]=2[CH3:13])[O:4][N:3]=1)=[O:20])([CH3:17])([CH3:16])[CH3:15]. Procedure: 3-Hydroxy-5-(2-methylphenyl)isoxazole (0.2 g) and 2-(N-tert-butoxycarbonylamino)ethanol (0.2 g) were subjected to reaction and post-treatment in a similar manner to that described in Example 9(a) to obtain the title compound (0.31 g, 86%) as a colorless powder. Starting materials: NC(C(=O)O)C(C1=CC=CC=C1)C1=CC=CC=C1 (2-amino-3,3-diphenylpropionic acid), ClC1=NC(=CC(=N1)C)C (2-chloro-4,6-dimethylpyrimidine), CN(C)C=O (DMF), C([O-])([O-])=O.[Na+].[Na+] (sodium carbonate). Solvent: O (water), O (water), C(C)(=O)OCC (ethyl acetate). Product: C1(=CC=CC=C1)C(C(C(=O)O)NC1=NC(=CC(=N1)C)C)C1=CC=CC=C1 (3,3-Diphenyl-2-(4,6-dimethyl-2-pyrimidinylamino)propionic acid). The yield is 19.2%. Conditions: temperature 80 celsius, time 24 hour. As a reaction SMILES: [NH2:1][CH:2]([CH:6]([C:13]1[CH:18]=[CH:17][CH:16]=[CH:15][CH:14]=1)[C:7]1[CH:12]=[CH:11][CH:10]=[CH:9][CH:8]=1)[C:3]([OH:5])=[O:4].Cl[C:20]1[N:25]=[C:24]([CH3:26])[CH:23]=[C:22]([CH3:27])[N:21]=1.CN(C=O)C.C(=O)([O-])[O-].[Na+].[Na+]>O.C(OCC)(=O)C>[C:7]1([CH:6]([C:13]2[CH:18]=[CH:17][CH:16]=[CH:15][CH:14]=2)[CH:2]([NH:1][C:20]2[N:25]=[C:24]([CH3:26])[CH:23]=[C:22]([CH3:27])[N:21]=2)[C:3]([OH:5])=[O:4])[CH:12]=[CH:11][CH:10]=[CH:9][CH:8]=1 |f:3.4.5|. Procedure: 2.60 g (10.8 mmol) of 2-amino-3,3-diphenylpropionic acid and 0.64 g (4.5 mmol) of 2-chloro-4,6-dimethylpyrimidine were introduced into a mixture of 16 ml of DMF and 16 ml of water, 0.57 g (5.4 mmol) of sodium carbonate was added and the mixture was stirred at 80° C. for 24 hours. Then 100 ml of ethyl acetate and a little water were added, and the phases were separated. The aqueous phase was acidified (pH 1-2) with 6 normal hydrochloric acid. The resulting precipitate was filtered off with suctio... The reactants are CC(C)(C)c1ccc(Nc2ncnc3c2CCNC3)cc1, CS(=O)(=O)c1cccnc1Cl, O. Product: CC(C)(C)c1ccc(Nc2ncnc3c2CCN(c2ncccc2S(C)(=O)=O)C3)cc1. RXN SMILES: [C:1]([CH3:2])([CH3:3])([CH3:4])[c:5]1[cH:6][cH:7][c:8]([NH:11][c:12]2[c:13]3[c:14]([n:15][cH:16][n:17]2)[CH2:18][NH:19][CH2:20][CH2:21]3)[cH:9][cH:10]1.[Cl:22][c:23]1[n:24][cH:25][cH:26][cH:27][c:28]1[S:29](=[O:30])(=[O:31])[CH3:32].[OH2:33]>>[C:1]([CH3:2])([CH3:3])([CH3:4])[c:5]1[cH:6][cH:7][c:8]([NH:11][c:12]2[c:13]3[c:14]([n:15][cH:16][n:17]2)[CH2:18][N:19]([c:23]2[n:24][cH:25][cH:26][cH:27][c:28]2[S:29](=[O:30])(=[O:31])[CH3:32])[CH2:20][CH2:21]3)[cH:9][cH:10]1. Reactants: C(C)OCC (diethyl ether), C1=NC=CC2=CC(=CC=C12)CO (6-isoquinoline-methanol), Br (HBr). The solvent is C(C)(=O)O (acetic acid), C(C)(=O)O (acetic acid). Run at temperature 70 celsius, time 30 minute. The product is Br.BrCC=1C=C2C=CN=CC2=CC1 (6-bromomethyl-isoquinoline hydrobromide). Isolated yield 73.0%. Reaction SMILES: [CH:1]1[C:10]2[C:5](=[CH:6][C:7]([CH2:11]O)=[CH:8][CH:9]=2)[CH:4]=[CH:3][N:2]=1.[BrH:13].C(OCC)C>C(O)(=O)C>[BrH:13].[Br:13][CH2:11][C:7]1[CH:6]=[C:5]2[C:10](=[CH:9][CH:8]=1)[CH:1]=[N:2][CH:3]=[CH:4]2 |f:4.5|. Reported procedure: A solution of 190 mg (1.19 mmol) of 6-isoquinoline-methanol in 1 ml of glacial acetic acid was treated with 2 ml of 30% HBr in glacial acetic acid and the mixture was heated at 70° C. for 45 minutes. The reaction mixture was cooled, treated with 20 ml of diethyl ether and stirred at 0° C. for 30 min. The resulting solid was filtered off, washed with diethyl ether and dried in a high vacuum. There was obtained 6-bromomethyl-isoquinoline hydrobromide (73% of theory) as a light brown solid; MS: 221... The reactants are FC(C(F)(F)F)(C1=NN(C(=C1)N)C1=CC=CC=C1)F (3-(perfluoroethyl)-1-phenyl-1H-pyrazol-5-amine), C([O-])([O-])=O.[K+].[K+] (potassium carbonate), ClC(=O)OC1=CC=CC=C1 (phenyl chloroformate). Solvent: C1CCOC1 (THF), C1CCOC1 (THF). Run at time 15 hour. The product is FC(C(F)(F)F)(C1=NN(C(=C1)NC(OC1=CC=CC=C1)=O)C1=CC=CC=C1)F (phenyl 3-(perfluoroethyl)-1-phenyl-1H-pyrazol-5-ylcarbamate). Isolated yield 83.9%. Reaction SMILES: [F:1][C:2]([F:19])([C:7]1[CH:11]=[C:10]([NH2:12])[N:9]([C:13]2[CH:18]=[CH:17][CH:16]=[CH:15][CH:14]=2)[N:8]=1)[C:3]([F:6])([F:5])[F:4].C(=O)([O-])[O-].[K+].[K+].Cl[C:27]([O:29][C:30]1[CH:35]=[CH:34][CH:33]=[CH:32][CH:31]=1)=[O:28]>C1COCC1>[F:19][C:2]([F:1])([C:7]1[CH:11]=[C:10]([NH:12][C:27](=[O:28])[O:29][C:30]2[CH:35]=[CH:34][CH:33]=[CH:32][CH:31]=2)[N:9]([C:13]2[CH:14]=[CH:15][CH:16]=[CH:17][CH:18]=2)[N:8]=1)[C:3]([F:6])([F:5])[F:4] |f:1.2.3|. Procedure: To a stirred mixture of 3-(perfluoroethyl)-1-phenyl-1H-pyrazol-5-amine (300 mg, 1.08 mmol) and potassium carbonate (223 mg, 1.62 mmol) in THF (3 mL) at rt, was added a solution of phenyl chloroformate (169 mg, 1.08 mmol) in THF (2 mL) dropwise. After stirring for a further 15 h at rt, the reaction mixture was filtered and the filtrate concentrated under reduced pressure to give an oil. Purification via silica gel flash column chromatography (eluting with a gradient of 100% petroleum ether to 5% ...